Task: describe an organic reaction: reactants, conditions, products, and yield. Dataset: the Open Reaction Database (ORD), a public repository of structured organic reaction records The reactants are C(C(C)C)C=1C=C(C(O)=CC1)O (4-isobutylcatechol), C(C(=O)Cl)(=O)Cl (oxalyl chloride). Solvent: C(C)N(CC)CC (triethylamine). Yields the product C(C(C)C)C1=CC2=C(OC(C(O2)=O)=O)C=C1 (6-iso-Butyl-1,4-benzodioxine- 2,3-dione). As a reaction SMILES: [CH2:1]([C:5]1[CH:6]=[C:7]([OH:12])[C:8](=[CH:10][CH:11]=1)[OH:9])[CH:2]([CH3:4])[CH3:3].[C:13](Cl)(=[O:17])[C:14](Cl)=[O:15]>C(N(CC)CC)C>[CH2:1]([C:5]1[CH:11]=[CH:10][C:8]2[O:9][C:13](=[O:17])[C:14](=[O:15])[O:12][C:7]=2[CH:6]=1)[CH:2]([CH3:4])[CH3:3]. Procedure: The same procedures as described in Example 8 were carried out by using 4.16 g (25 mM) of 4-isobutylcatechol, 5.06 g (50 mM) of triethylamine and 3.50 g (28 mM) of oxalyl chloride. 6-iso-Butyl-1,4-benzodioxine- 2,3-dione 2/5 hydrate was obtained in the yield of 5.11 g (22.5 mM) as colorless crystals having a melting point of 92°-97° C. Reactants: C(C)OC(=O)OC1=C(C(=O)Cl)C=C(C=C1)C(CCCCCCC)=O (2-ethoxycarbonyloxy-5-octanoylbenzoyl chloride), C1=CC=CC=C1C(=O)OO (perbenzoic acid), (2-ethoxycarbonyloxy-5-octanoyl)benzoyl peroxide. Product: C(C)OC(=O)OC1=C(C(=O)OOC(C2=CC=CC=C2)=O)C=C(C=C1)C(CCCCCCC)=O ((2-ethoxycarbonyloxy-5-octanoylbenzoyl)benzoyl peroxide). The yield is 26.0%. As a reaction SMILES: [CH2:1]([O:3][C:4]([O:6][C:7]1[CH:15]=[CH:14][C:13]([C:16](=[O:24])[CH2:17][CH2:18][CH2:19][CH2:20][CH2:21][CH2:22][CH3:23])=[CH:12][C:8]=1[C:9](Cl)=[O:10])=[O:5])[CH3:2].[CH:25]1[C:30]([C:31]([O:33][OH:34])=[O:32])=[CH:29][CH:28]=[CH:27][CH:26]=1>>[CH2:1]([O:3][C:4]([O:6][C:7]1[CH:15]=[CH:14][C:13]([C:16](=[O:24])[CH2:17][CH2:18][CH2:19][CH2:20][CH2:21][CH2:22][CH3:23])=[CH:12][C:8]=1[C:9]([O:34][O:33][C:31](=[O:32])[C:30]1[CH:25]=[CH:26][CH:27]=[CH:28][CH:29]=1)=[O:10])=[O:5])[CH3:2]. Reported procedure: In a manner similar to that of Example 1-4, starting with 5.79 g (16.3 mmol) of 2-ethoxycarbonyloxy-5-octanoylbenzoyl chloride and 3.38 g (24.5 mmol) of perbenzoic acid (prepared as described in Example 1-3), 2 g of (2-ethoxycarbonyloxy-5-octanoyl)benzoyl peroxide are obtained in the form of a colourless oil in a yield of 26%. Reactants: CC(C)(C)OC(=O)NC(Cc1ccccc1)C(=O)NCc1ccc(Oc2ccc3c(c2)COB3O)cc1, ClCCl, Cl. The product is NC(Cc1ccccc1)C(=O)NCc1ccc(Oc2ccc3c(c2)COB3O)cc1. Reaction SMILES: [C:1]([O:2][C:3](=[O:4])[NH:7][CH:8]([CH2:9][c:10]1[cH:11][cH:12][cH:13][cH:14][cH:15]1)[C:16]([NH:17][CH2:18][c:19]1[cH:20][cH:21][c:22]([O:25][c:26]2[cH:27][c:28]3[c:29]([cH:34][cH:35]2)[B:30]([OH:33])[O:31][CH2:32]3)[cH:23][cH:24]1)=[O:36])([CH3:5])([CH3:6])[CH3:37].[Cl:39][CH2:40][Cl:41].[ClH:38]>>[NH2:7][CH:8]([CH2:9][c:10]1[cH:11][cH:12][cH:13][cH:14][cH:15]1)[C:16]([NH:17][CH2:18][c:19]1[cH:20][cH:21][c:22]([O:25][c:26]2[cH:27][c:28]3[c:29]([cH:34][cH:35]2)[B:30]([OH:33])[O:31][CH2:32]3)[cH:23][cH:24]1)=[O:36]. Starting materials: [BH4-], COc1cc2nccc(Oc3ccc(C)nc3C(=O)c3ccccc3)c2cc1OC, CO, [Na+]. The product is COc1cc2nccc(Oc3ccc(C)nc3C(O)c3ccccc3)c2cc1OC. RXN SMILES: [BH4-:31].[CH3:1][O:2][c:3]1[cH:4][c:5]2[c:6]([O:15][c:16]3[c:17]([C:23](=[O:24])[c:25]4[cH:26][cH:27][cH:28][cH:29][cH:30]4)[n:18][c:19]([CH3:22])[cH:20][cH:21]3)[cH:7][cH:8][n:9][c:10]2[cH:11][c:12]1[O:13][CH3:14].[CH3:33][OH:34].[Na+:32]>>[CH3:1][O:2][c:3]1[cH:4][c:5]2[c:6]([O:15][c:16]3[c:17]([CH:23]([OH:24])[c:25]4[cH:26][cH:27][cH:28][cH:29][cH:30]4)[n:18][c:19]([CH3:22])[cH:20][cH:21]3)[cH:7][cH:8][n:9][c:10]2[cH:11][c:12]1[O:13][CH3:14].